From a dataset of the Open Reaction Database (ORD), a public repository of structured organic reaction records. describe an organic reaction: reactants, conditions, products, and yield The reactants are CCO, CCOC(=O)CN1CCC(N2CCN(C(=O)C(Cc3cc(Cl)c(N)c(C(F)(F)F)c3)OC(=O)N3CCC(N4CCc5ccccc5NC4=O)CC3)CC2)CC1, O=C(O)c1ccccc1O. Product: CCOC(=O)CN1CCC(N2CCN(C(=O)C(Cc3cc(Cl)c(N)c(C(F)(F)F)c3)OC(=O)N3CCC(N4CCc5ccccc5NC4=O)CC3)CC2)CC1, O=C(O)c1ccccc1O. Reaction SMILES: [CH3:66][CH2:67][OH:68].[NH2:1][c:2]1[c:3]([Cl:55])[cH:4][c:5]([CH2:12][CH:13]([C:14](=[O:15])[N:16]2[CH2:17][CH2:18][N:19]([CH:22]3[CH2:23][CH2:24][N:25]([CH2:28][C:29](=[O:30])[O:31][CH2:32][CH3:33])[CH2:26][CH2:27]3)[CH2:20][CH2:21]2)[O:34][C:35](=[O:36])[N:37]2[CH2:38][CH2:39][CH:40]([N:43]3[C:44](=[O:54])[NH:45][c:46]4[c:47]([cH:50][cH:51][cH:52][cH:53]4)[CH2:48][CH2:49]3)[CH2:41][CH2:42]2)[cH:6][c:7]1[C:8]([F:9])([F:10])[F:11].[OH:56][C:57](=[O:58])[c:59]1[cH:60][cH:61][cH:62][cH:63][c:64]1[OH:65]>>[NH2:1][c:2]1[c:3]([Cl:55])[cH:4][c:5]([CH2:12][CH:13]([C:14](=[O:15])[N:16]2[CH2:17][CH2:18][N:19]([CH:22]3[CH2:23][CH2:24][N:25]([CH2:28][C:29](=[O:30])[O:31][CH2:32][CH3:33])[CH2:26][CH2:27]3)[CH2:20][CH2:21]2)[O:34][C:35](=[O:36])[N:37]2[CH2:38][CH2:39][CH:40]([N:43]3[C:44](=[O:54])[NH:45][c:46]4[c:47]([cH:50][cH:51][cH:52][cH:53]4)[CH2:48][CH2:49]3)[CH2:41][CH2:42]2)[cH:6][c:7]1[C:8]([F:9])([F:10])[F:11].[O:56]=[C:57]([OH:58])[c:59]1[cH:60][cH:61][cH:62][cH:63][c:64]1[OH:65]. The reactants are C1(=CC=CC=C1)C (toluene), C([O-])([O-])=O.[Na+].[Na+] (sodium carbonate), ClC1=C2N=CN(C2=NC(=N1)I)C(C)C (6-chloro-2-iodo-9-isopropyl-9H-purine), S1C2=C(C(=C1)B(O)O)C=CC=C2 (benzo[b]thiophen-3-ylboronic acid). Reagents/catalysts: C=1C=CC(=CC1)[P](C=2C=CC=CC2)(C=3C=CC=CC3)[Pd]([P](C=4C=CC=CC4)(C=5C=CC=CC5)C=6C=CC=CC6)([P](C=7C=CC=CC7)(C=8C=CC=CC8)C=9C=CC=CC9)[P](C=1C=CC=CC1)(C=1C=CC=CC1)C=1C=CC=CC1 (tetrakis(triphenylphosphine)palladium(0)). Run in C(C)O (ethanol), O (Water). Conditions: temperature 90 celsius, time 1 hour. The product is S1C2=C(C(=C1)C1=NC(=C3N=CN(C3=N1)C(C)C)Cl)C=CC=C2 (2-(benzo[b]thiophen-3-yl)-6-chloro-9-isopropyl-9H-purine). RXN SMILES: [Cl:1][C:2]1[N:10]=[C:9](I)[N:8]=[C:7]2[C:3]=1[N:4]=[CH:5][N:6]2[CH:12]([CH3:14])[CH3:13].[S:15]1[CH:19]=[C:18](B(O)O)[C:17]2[CH:23]=[CH:24][CH:25]=[CH:26][C:16]1=2.C1(C)C=CC=CC=1.C(=O)([O-])[O-].[Na+].[Na+]>C1C=CC([P]([Pd]([P](C2C=CC=CC=2)(C2C=CC=CC=2)C2C=CC=CC=2)([P](C2C=CC=CC=2)(C2C=CC=CC=2)C2C=CC=CC=2)[P](C2C=CC=CC=2)(C2C=CC=CC=2)C2C=CC=CC=2)(C2C=CC=CC=2)C2C=CC=CC=2)=CC=1.O.C(O)C>[S:15]1[CH:19]=[C:18]([C:9]2[N:8]=[C:7]3[C:3]([N:4]=[CH:5][N:6]3[CH:12]([CH3:14])[CH3:13])=[C:2]([Cl:1])[N:10]=2)[C:17]2[CH:23]=[CH:24][CH:25]=[CH:26][C:16]1=2 |f:3.4.5,^1:43,45,64,83|. Procedure: A round-bottom flask was charged with 6-chloro-2-iodo-9-isopropyl-9H-purine (prepared in Example 15c, 3.31 g, 0.0103 mol), benzo[b]thiophen-3-ylboronic acid (2.74 g, 0.0154 mol), and tetrakis(triphenylphosphine)palladium(0) (1.19 g, 0.0103 mol). To this mixture was added toluene (80 ml), ethanol (25 ml) and aqueous sodium carbonate solution (2M, 21 ml). The flask was sealed and the reaction mixture was stirred at 90° C. for 1 h. Water was added to the cooled mixture, which was extracted with eth... Reactants: ClC1=C(C=CC=C1)C1=C(C=NO1)C(=O)O (5-(2-chlorophenyl)isoxazole-4-carboxylic acid), COC[C@H]1NCCC1 ((S)-2-methoxymethyl-pyrrolidine). Yields the product ClC1=C(C=CC=C1)C1=C(C=NO1)C(=O)N1[C@@H](CCC1)COC (5-(2-Chlorophenyl)-4-{[(2S)-2-(methoxymethyl)pyrrolidin-1-yl]carbonyl}isoxazole), solid. As a reaction SMILES: [Cl:1][C:2]1[CH:7]=[CH:6][CH:5]=[CH:4][C:3]=1[C:8]1[O:12][N:11]=[CH:10][C:9]=1[C:13]([OH:15])=O.[CH3:16][O:17][CH2:18][C@@H:19]1[CH2:23][CH2:22][CH2:21][NH:20]1>>[Cl:1][C:2]1[CH:7]=[CH:6][CH:5]=[CH:4][C:3]=1[C:8]1[O:12][N:11]=[CH:10][C:9]=1[C:13]([N:20]1[CH2:21][CH2:22][CH2:23][C@H:19]1[CH2:18][O:17][CH3:16])=[O:15]. Procedure details: The title compound was prepared from 5-(2-chlorophenyl)isoxazole-4-carboxylic acid (11.2 mg, 0.050 mmol) and (S)-2-methoxymethyl-pyrrolidine (6.9 mg, 0.060 mmol) as described in synthetic method C and thereafter purified by preparative HPLC method B to give a solid (11.9 mg). Calcd for C16H17ClN2O3: 320.0928, found 320.0932. Starting materials: OC1=NC=C(C=C1C(=O)O)[N+](=O)[O-] (2-Hydroxy-3-carboxy-5-nitropyridine), CO (methanol), ClC1=NC=C(C=C1C(=O)Cl)[N+](=O)[O-] (2-chloro-3-chlorocarbonyl-5-nitropyridine). Yields the product COC1=NC=C(C=C1C(=O)OC)[N+](=O)[O-] (2-Methoxy-3-carbomethoxy-5-nitropyridine). As a reaction SMILES: [OH:1][C:2]1C(C(O)=O)=CC([N+]([O-])=O)=CN=1.Cl[C:15]1[C:20]([C:21](Cl)=[O:22])=[CH:19][C:18]([N+:24]([O-:26])=[O:25])=[CH:17][N:16]=1.[CH3:27][OH:28]>>[CH3:2][O:1][C:15]1[C:20]([C:21]([O:28][CH3:27])=[O:22])=[CH:19][C:18]([N+:24]([O-:26])=[O:25])=[CH:17][N:16]=1. Procedure details: 2-Hydroxy-3-carboxy-5-nitropyridine was converted to 2-chloro-3-chlorocarbonyl-5-nitropyridine in situ and converted to the title compound by reaction with anhydrous methanol according to the procedure of A. Monge et al J. Het. Chem. (29), 1545 (1992). In a 500 mL was added starting material (10.2 g, 54 mmol) in 200 mL of chlorobenzene. Phosphorous oxychloride (20 g, 131 mmol) was added and heated to reflux for 2 hours. The solvent was removed under reduced pressure and residual POCl3 was azeotr... Starting materials: NC1=C2C(C(=CN(C2=C(C(=C1F)F)F)C1CC1)C(=O)O)=O (5-amino-1-cyclopropyl-6,7,8-trifluoro-1,4-dihydro-4-oxoquinoline-3-carboxylic acid), Cl.Cl.NC=1N=NN(C1)C1CNCC1 (3-(4-amino-1,2,3-triazol-1-yl)pyrrolidine dihydrochloride), N1(NCCCCCCCCC1)C1CCCCCCCCCC1 (diazabicycloundecane). The solvent is N1=CC=CC=C1 (pyridine). Conditions: temperature 110 celsius. Product: NC1=C2C(C(=CN(C2=C(C(=C1F)N1CC(CC1)N1N=NC(=C1)N)F)C1CC1)C(=O)O)=O (5-Amino-1-cyclopropyl-6,8-difluoro-7-[3-(4-amino-1,2,3-triazol-1-yl)pyrrolidin-1-yl]-1,4-dihydro-4-oxoquinoline -3-carboxylic acid). As a reaction SMILES: [NH2:1][C:2]1[C:11]([F:12])=[C:10](F)[C:9]([F:14])=[C:8]2[C:3]=1[C:4](=[O:21])[C:5]([C:18]([OH:20])=[O:19])=[CH:6][N:7]2[CH:15]1[CH2:17][CH2:16]1.Cl.Cl.[NH2:24][C:25]1[N:26]=[N:27][N:28]([CH:30]2[CH2:34][CH2:33][NH:32][CH2:31]2)[CH:29]=1.N1(C2CCCCCCCCCC2)CCCCCCCCCN1>N1C=CC=CC=1>[NH2:1][C:2]1[C:11]([F:12])=[C:10]([N:32]2[CH2:33][CH2:34][CH:30]([N:28]3[CH:29]=[C:25]([NH2:24])[N:26]=[N:27]3)[CH2:31]2)[C:9]([F:14])=[C:8]2[C:3]=1[C:4](=[O:21])[C:5]([C:18]([OH:20])=[O:19])=[CH:6][N:7]2[CH:15]1[CH2:17][CH2:16]1 |f:1.2.3|. Procedure: A mixture of 5-amino-1-cyclopropyl-6,7,8-trifluoro-1,4-dihydro-4-oxoquinoline-3-carboxylic acid (100 mg, 0.67 mmol), 3-(4-amino-1,2,3-triazol-1-yl)pyrrolidine dihydrochloride (185 mg, 0.83 mmol) and diazabicycloundecane (127 mg, 0.83 mmol) in pyridine (3 ml) was heated at 110° C. for 24 hrs. Reaction mixture was concentrated to dryness under vacuum and residue was dissolved in water, extracted with methylene chloride, dried over sodium sulfate and concentrated to dryness. The solid residue thus ... The reactants are CC(=O)C (Acetone), NCC1=NC=CC(=C1)OC1=CC=C(C=C1)NC1=NC(=NC(=C1)C1=CC=CC=C1)N (N4-(4-{[2-(aminomethyl)pyridin-4-yl]oxy}phenyl)-6-phenylpyrimidine-2,4-diamine), C(C)(=O)O[BH-](OC(C)=O)OC(C)=O.[Na+] (Sodium triacetoxyborohydride). The reagents and catalysts are C[O-].[Ti+4].C[O-].C[O-].C[O-] (titanium (IV) methoxide). The solvent is C(Cl)Cl (CH2Cl2). Run at time 24 hour. Product: C(C)(C)NCC1=NC=CC(=C1)OC1=CC=C(C=C1)NC1=NC(=NC(=C1)C1=CC=CC=C1)N (N4-[4-({2-[(isopropylamino)methyl]pyridin-4-yl}oxy)phenyl]-6-phenylpyrimidine-2,4-diamine). The yield is 42.2%. Reaction SMILES: [CH3:1][C:2]([CH3:4])=O.[NH2:5][CH2:6][C:7]1[CH:12]=[C:11]([O:13][C:14]2[CH:19]=[CH:18][C:17]([NH:20][C:21]3[CH:26]=[C:25]([C:27]4[CH:32]=[CH:31][CH:30]=[CH:29][CH:28]=4)[N:24]=[C:23]([NH2:33])[N:22]=3)=[CH:16][CH:15]=2)[CH:10]=[CH:9][N:8]=1.C(O[BH-](OC(=O)C)OC(=O)C)(=O)C.[Na+]>C(Cl)Cl.C[O-].[Ti+4].C[O-].C[O-].C[O-]>[CH:2]([NH:5][CH2:6][C:7]1[CH:12]=[C:11]([O:13][C:14]2[CH:15]=[CH:16][C:17]([NH:20][C:21]3[CH:26]=[C:25]([C:27]4[CH:32]=[CH:31][CH:30]=[CH:29][CH:28]=4)[N:24]=[C:23]([NH2:33])[N:22]=3)=[CH:18][CH:19]=2)[CH:10]=[CH:9][N:8]=1)([CH3:4])[CH3:1] |f:2.3,5.6.7.8.9|. Procedure: Acetone (11.51 mg, 0.20 mmol), N4-(4-{[2-(aminomethyl)pyridin-4-yl]oxy}phenyl)-6-phenylpyrimidine-2,4-diamine (80 mg, 0.21 mmol, Example 39) and titanium (IV) methoxide (68.2 mg, 0.40 mmol) were suspended in CH2Cl2 (5 mL) and stirred at rt for 24 h. Sodium triacetoxyborohydride (105 mg, 0.50 mmol) was added into the reaction mixture and the mixture was stirred at rt for another 24 h. The mixture was filtered through a Celite® pad and washed with CH2Cl2. A small amount of Celite® was added to the... Reactants: [H-].[Na+] (Sodium hydride), ClC1=NC=CC(=N1)C=1C(=NN2C1CCCC2)C2=CC=C(C=C2)F (3-(2-chloro-4-pyrimidinyl)-2-(4-fluorophenyl)-4,5,6,7-tetrahydropyrazolo[1,5-a]pyridine), ClC1=NC=CC(=N1)C=1C(=NN2C1CCCC2)C2=CC=C(C=C2)F (3-(2-chloro-4-pyrimidinyl)-2-(4-fluorophenyl)-4,5,6,7-tetrahydropyrazolo[1,5-a]pyridine), C(C)(=O)N (acetamide). Run in CN(C=O)C (N,N-dimethylformamide). Reaction conditions: time 15 minute. Product: FC1=CC=C(C=C1)C1=NN2C(CCCC2)=C1C1=NC(=NC=C1)NC(C)=O (N-[4-[2-(4-fluorophenyl)-4,5,6,7-tetrahydropyrazolo[1,5-a]pyridin-3-yl]-2-pyrimidinyl]acetamide). RXN SMILES: Cl[C:2]1[N:7]=[C:6]([C:8]2[C:9]([C:17]3[CH:22]=[CH:21][C:20]([F:23])=[CH:19][CH:18]=3)=[N:10][N:11]3[CH2:16][CH2:15][CH2:14][CH2:13][C:12]=23)[CH:5]=[CH:4][N:3]=1.[C:24]([NH2:27])(=[O:26])[CH3:25].[H-].[Na+]>CN(C)C=O>[F:23][C:20]1[CH:21]=[CH:22][C:17]([C:9]2[C:8]([C:6]3[CH:5]=[CH:4][N:3]=[C:2]([NH:27][C:24](=[O:26])[CH3:25])[N:7]=3)=[C:12]3[CH2:13][CH2:14][CH2:15][CH2:16][N:11]3[N:10]=2)=[CH:18][CH:19]=1 |f:2.3|. Procedure: A mixture of 3-(2-chloro-4-pyrimidinyl)-2-(4-fluorophenyl)-4,5,6,7-tetrahydropyrazolo[1,5-a]pyridine (i.e. the product of Step B) (0.10 g, 0.27 mmol), acetamide (0.08 g, 1.3 mmol), molecular sieves (4 Å, 3.0 g) in 4 mL of N,N-dimethylformamide was stirred at room temperature for 15 minutes. Sodium hydride (55% dispersion, 0.06 g, 1.3 mmol) was added, and the reaction mixture was heated at 100° C. overnight. The reaction mixture was then filtered though a pad of Celite® diatomaceous filter aid, a... Reaction conditions: time 14 hour. Solvent: N1=CC=CC=C1 (pyridine). Procedure: To a suspension of 3-(1-cyano-1-methylethyl)benzoic acid (9.87 g, 52.2 mmol) in toluene (150 mL) was added thionyl chloride (25.3 g, 213 mmol), and the mixture was stirred at 120° C. for 2 hr. The reaction mixture was concentrated under reduced pressure to give 3-(1-cyano-1-methylethyl)benzoyl chloride as a colorless oil. To a solution of 4-methyl-3-nitroaniline (7.63 g, 50.2 mmol) in pyridine (150 mL) were added N,N-dimethylpyridine-4-amine (122 mg, 1.00 mmol) and 3-(1-cyano-1-methylethyl)benzo... Product: C(#N)C(C)(C)C=1C=C(C(=O)NC2=CC(=C(C=C2)C)[N+](=O)[O-])C=CC1 (3-(1-cyano-1-methylethyl)-N-(4-methyl-3-nitrophenyl)benzamide). Reactants: CC1=C(C=C(N)C=C1)[N+](=O)[O-] (4-methyl-3-nitroaniline), C(#N)C(C)(C)C=1C=C(C(=O)Cl)C=CC1 (3-(1-cyano-1-methylethyl)benzoyl chloride), Cl (hydrochloric acid). Reaction SMILES: [CH3:1][C:2]1[CH:8]=[CH:7][C:5]([NH2:6])=[CH:4][C:3]=1[N+:9]([O-:11])=[O:10].[C:12]([C:14]([C:17]1[CH:18]=[C:19]([CH:23]=[CH:24][CH:25]=1)[C:20](Cl)=[O:21])([CH3:16])[CH3:15])#[N:13].Cl>N1C=CC=CC=1.CN(C)C1C=CN=CC=1>[C:12]([C:14]([C:17]1[CH:18]=[C:19]([CH:23]=[CH:24][CH:25]=1)[C:20]([NH:6][C:5]1[CH:7]=[CH:8][C:2]([CH3:1])=[C:3]([N+:9]([O-:11])=[O:10])[CH:4]=1)=[O:21])([CH3:16])[CH3:15])#[N:13]. The reagents and catalysts are CN(C1=CC=NC=C1)C (N,N-dimethylpyridine-4-amine). Starting materials: CCCCP(CCCC)CCCC, CC(C)(O)C#N, Cc1ccccc1, COCOc1cc(CO)ccc1F, CCOC(=O)N=NC(=O)OCC, C1CCOC1. Product: COCOc1cc(CC#N)ccc1F. Reaction SMILES: [CH2:20]([P:21]([CH2:22][CH2:23][CH2:24][CH3:25])[CH2:26][CH2:27][CH2:28][CH3:29])[CH2:30][CH2:31][CH3:32].[CH3:14][C:15]([C:16]#[N:17])([CH3:18])[OH:19].[CH3:50][c:51]1[cH:52][cH:53][cH:54][cH:55][cH:56]1.[F:1][c:2]1[c:3]([O:10][CH2:11][O:12][CH3:13])[cH:4][c:5]([CH2:8][OH:9])[cH:6][cH:7]1.[O:33]=[C:34]([O:35][CH2:36][CH3:37])[N:38]=[N:39][C:40]([O:41][CH2:42][CH3:43])=[O:44].[O:45]1[CH2:46][CH2:47][CH2:48][CH2:49]1>>[F:1][c:2]1[c:3]([O:10][CH2:11][O:12][CH3:13])[cH:4][c:5]([CH2:8][C:16]#[N:17])[cH:6][cH:7]1. Starting materials: N12CCCN=CC2CCCC1 (1,5-diazabicyclo(5.4.0)undec-5-ene), C1(CC1)C1=NN(NC(=C1)OCC)N(C([O-])=O)C1=CC=CC=C1 (N-(4-cyclopropyl-6-ethoxy-triazin-2-yl)-phenylcarbamate), FC(OC=1C(=NC=CC1)S(=O)(=O)N)F (3-difluoromethoxypyridin-2-yl-sulfonamide). Run in C(C)#N (acetonitrile). Reaction conditions: time 45 minute. Product: FC(OC=1C(=NC=CC1)S(=O)(=O)NC(=O)NN1NC(=CC(=N1)C1CC1)OCC)F (N-(3-difluoromethoxypyridine-2-sulfonyl)-N'-(4-cyclopropyl-6-ethoxy-triazin-2-yl)-urea). Yield: 93.7%. Reaction SMILES: N12CCCCC1C=NCCC2.[CH:12]1([C:15]2[CH:20]=[C:19]([O:21][CH2:22][CH3:23])[NH:18][N:17]([N:24](C3C=CC=CC=3)[C:25](=[O:27])[O-])[N:16]=2)[CH2:14][CH2:13]1.[F:34][CH:35]([F:47])[O:36][C:37]1[C:38]([S:43]([NH2:46])(=[O:45])=[O:44])=[N:39][CH:40]=[CH:41][CH:42]=1>C(#N)C>[F:47][CH:35]([F:34])[O:36][C:37]1[C:38]([S:43]([NH:46][C:25]([NH:24][N:17]2[N:16]=[C:15]([CH:12]3[CH2:13][CH2:14]3)[CH:20]=[C:19]([O:21][CH2:22][CH3:23])[NH:18]2)=[O:27])(=[O:44])=[O:45])=[N:39][CH:40]=[CH:41][CH:42]=1. Procedure details: 1.63 ml of 1,5-diazabicyclo(5.4.0)undec-5-ene followed by 3.15 g of N-(4-cyclopropyl-6-ethoxy-triazin-2-yl)-phenylcarbamate are added to a solution of 2.24 g of 3-difluoromethoxypyridin-2-yl-sulfonamide in 40 ml of acetonitrile. The reaction mixture is stirred for 45 minutes at room temperature and then concentrated using a rotary evaporator. The oily residue is triturated with 8 ml of 2N hydrochloric acid and diluted with 10 ml of water. The crystal mass is filtered off, washed with water and d...